From a dataset of the Open Reaction Database (ORD), a public repository of structured organic reaction records. describe an organic reaction: reactants, conditions, products, and yield Starting materials: C1CCOC1, Nc1nc2ccccc2[nH]1, O=C=Nc1cccc2ccccc12. Product: O=C(Nc1nc2ccccc2[nH]1)Nc1cccc2ccccc12. As a reaction SMILES: [CH2:24]1[O:25][CH2:26][CH2:27][CH2:28]1.[NH2:1][c:2]1[n:3][c:4]2[cH:5][cH:6][cH:7][cH:8][c:9]2[nH:10]1.[c:11]1([N:21]=[C:22]=[O:23])[cH:12][cH:13][cH:14][c:15]2[cH:16][cH:17][cH:18][cH:19][c:20]12>>[NH:1]([c:2]1[n:3][c:4]2[cH:5][cH:6][cH:7][cH:8][c:9]2[nH:10]1)[C:22]([NH:21][c:11]1[cH:12][cH:13][cH:14][c:15]2[cH:16][cH:17][cH:18][cH:19][c:20]12)=[O:23]. Reactants: 1-D-65, 4-{2-[bis-(4-methoxy-benzyl)-amino]-pyrimidin-5-yl}-2-morpholin-4-yl-5,6-dihydro-pyrrolo[2,3-d]pyrimidine-7-carboxylic acid-4-pyridin-4-yl-phenyl, amide, IC1=CC=C(C=C1)NC(=O)N1CCC2=C1N=C(N=C2C=2C=NC(=NC2)N(CC2=CC=C(C=C2)OC)CC2=CC=C(C=C2)OC)N2CCOCC2 (4-{2-[bis-(4-methoxy-benzyl)-amino]-pyrimidin-5-yl}-2-morpholin-4-yl-5,6-dihydro-pyrrolo[2,3-d]pyrimidine-7-carboxylic acid (4-iodo-phenyl)-amide), CC1(OB(OC1(C)C)C1=CC=NC=C1)C (4-(4,4,5,5-tetramethyl-[1,3,2]dioxaborolan-2-yl)-pyridine). Product: N1=CC=C(C=C1)C1=CC=C(C=C1)NC(=O)N1CCC2=C1N=C(N=C2C=2C=NC(=NC2)N)N2CCOCC2 (4-(2-Amino-pyrimidin-5-yl)-2-morpholin-4-yl-5,6-dihydro-pyrrolo[2,3-d]pyrimidine-7-carboxylic acid (4-pyridin-4-yl-phenyl)-amide), solid. Yield: 40.0%. Reaction SMILES: I[C:2]1[CH:7]=[CH:6][C:5]([NH:8][C:9]([N:11]2[C:15]3[N:16]=[C:17]([N:45]4[CH2:50][CH2:49][O:48][CH2:47][CH2:46]4)[N:18]=[C:19]([C:20]4[CH:21]=[N:22][C:23]([N:26](CC5C=CC(OC)=CC=5)CC5C=CC(OC)=CC=5)=[N:24][CH:25]=4)[C:14]=3[CH2:13][CH2:12]2)=[O:10])=[CH:4][CH:3]=1.CC1(C)C(C)(C)OB([C:59]2[CH:64]=[CH:63][N:62]=[CH:61][CH:60]=2)O1>>[N:62]1[CH:63]=[CH:64][C:59]([C:2]2[CH:3]=[CH:4][C:5]([NH:8][C:9]([N:11]3[C:15]4[N:16]=[C:17]([N:45]5[CH2:46][CH2:47][O:48][CH2:49][CH2:50]5)[N:18]=[C:19]([C:20]5[CH:25]=[N:24][C:23]([NH2:26])=[N:22][CH:21]=5)[C:14]=4[CH2:13][CH2:12]3)=[O:10])=[CH:6][CH:7]=2)=[CH:60][CH:61]=1. Reported procedure: Using 4-{2-[bis-(4-methoxy-benzyl)-amino]-pyrimidin-5-yl}-2-morpholin-4-yl-5,6-dihydro-pyrrolo[2,3-d]pyrimidine-7-carboxylic acid (4-iodo-phenyl)-amide (25 mg) obtained in Step A in Example 1-D-65 and 4-(4,4,5,5-tetramethyl-[1,3,2]dioxaborolan-2-yl)-pyridine (13 mg) instead of pyridin-3-boronic acid, in the same manner as Step B in Example 1-D-65, 4-{2-[bis-(4-methoxy-benzyl)-amino]-pyrimidin-5-yl}-2-morpholin-4-yl-5,6-dihydro-pyrrolo[2,3-d]pyrimidine-7-carboxylic acid-4-pyridin-4-yl-phenyl)-ami... Starting materials: C1CCOC1, CCCC[N+](CCCC)(CCCC)CCCC, C[Si](C)(C)C#Cc1cc2ncnc(Cl)c2s1, [F-]. Yields the product C#Cc1cc2ncnc(Cl)c2s1. As a reaction SMILES: [CH2:35]1[O:36][CH2:37][CH2:38][CH2:39]1.[CH3:18][CH2:19][CH2:20][CH2:21][N+:22]([CH2:23][CH2:24][CH2:25][CH3:26])([CH2:27][CH2:28][CH2:29][CH3:30])[CH2:31][CH2:32][CH2:33][CH3:34].[Cl:1][c:2]1[c:3]2[c:4]([n:5][cH:6][n:7]1)[cH:8][c:9]([C:11]#[C:12][Si:13]([CH3:14])([CH3:15])[CH3:16])[s:10]2.[F-:17]>>[Cl:1][c:2]1[c:3]2[c:4]([n:5][cH:6][n:7]1)[cH:8][c:9]([C:11]#[CH:12])[s:10]2.